Dataset: the Open Reaction Database (ORD), a public repository of structured organic reaction records. Task: describe an organic reaction: reactants, conditions, products, and yield Starting materials: ClCC(=O)N1[C@@H](CC[C@@H]1C#C)C#N ((2S,5R)-1-(chloroacetyl)-5-ethynylpyrrolidine-2-carbonitrile), C1CC2CC1CC2N (exo-2-aminonorborane). The reagents and catalysts are [I-].C(CCC)[N+](CCCC)(CCCC)CCCC (tetrabutylammonium iodide). The solvent is C(C)#N (acetonitrile). Run at time 18 hour. Product: [C@@H]12[C@@H](C[C@@H](CC1)C2)NCC(=O)N2[C@@H](CC[C@@H]2C#C)C#N ((2S,5R)-1-{N-((1R,2R,4S)-bicyclo(2.2.1)hept-2-yl)glycyl}-5-ethynylpyrrolidine-2-carbonitrile). As a reaction SMILES: Cl[CH2:2][C:3]([N:5]1[C@@H:9]([C:10]#[CH:11])[CH2:8][CH2:7][C@H:6]1[C:12]#[N:13])=[O:4].[CH2:14]1[CH:18]2[CH2:19][CH:20]([NH2:21])[CH:16]([CH2:17]2)[CH2:15]1>C(#N)C.[I-].C([N+](CCCC)(CCCC)CCCC)CCC>[C@H:16]12[CH2:17][C@H:18]([CH2:14][CH2:15]1)[CH2:19][C@H:20]2[NH:21][CH2:2][C:3]([N:5]1[C@@H:9]([C:10]#[CH:11])[CH2:8][CH2:7][C@H:6]1[C:12]#[N:13])=[O:4] |f:3.4|. Procedure: To a stirred solution of (2S,5R)-1-(chloroacetyl)-5-ethynylpyrrolidine-2-carbonitrile (0.03 g, 0.152 mmol) in acetonitrile (1 mL) at room temperature was added exo-2-aminonorborane (0.036 mL, 0.305 mmol) and a catalytic amount of tetrabutylammonium iodide. The reaction mixture was stirred at room temperature for 18 hours, concentrated under reduced pressure and purified by flash chromatography with 3% methanol:dichloromethane to provide the titled compound. MS (CI) m/z 271 (M+1)+; 1H NMR (300 MH... The reactants are O1CCCC1 (tetrahydrofuran), CO (methanol), COC(CC1=C(C=C(C=C1)C#CC=1C=C2C(CC(OC2=C(C1)C#C[Si](C)(C)C)(C)C)(C)C)F)=O ([2-fluoro-4-(2,2,4,4-tetramethyl-8-trimethylsilanylethynyl-chroman-6-ylethynyl)-phenyl]-acetic acid methyl ester), COC(CC1=C(C=C(C=C1)C#CC=1C=C2C(CC(OC2=C(C1)C#C[Si](C)(C)C)(C)C)(C)C)F)=O ([2-fluoro-4-(2,2,4,4-tetramethyl-8-trimethylsilanylethynyl-chroman-6-ylethynyl)-phenyl]-acetic acid methyl ester), O.[OH-].[Li+] (lithium hydroxide monohydrate). Run in O (water). Product: C(#C)C=1C=C(C=C2C(CC(OC12)(C)C)(C)C)C#CC1=CC(=C(C=C1)CC(=O)O)F ([4-(8-Ethynyl-2,2,4,4-tetramethyl-chroman-6-ylethynyl)-2-fluoro-phenyl]-acetic acid), solid. The yield is 50.0%. RXN SMILES: C[O:2][C:3](=[O:34])[CH2:4][C:5]1[CH:10]=[CH:9][C:8]([C:11]#[C:12][C:13]2[CH:14]=[C:15]3[C:20](=[C:21]([C:23]#[C:24][Si](C)(C)C)[CH:22]=2)[O:19][C:18]([CH3:30])([CH3:29])[CH2:17][C:16]3([CH3:32])[CH3:31])=[CH:7][C:6]=1[F:33].CO.O1CCCC1.O.[OH-].[Li+]>O>[C:23]([C:21]1[CH:22]=[C:13]([C:12]#[C:11][C:8]2[CH:9]=[CH:10][C:5]([CH2:4][C:3]([OH:34])=[O:2])=[C:6]([F:33])[CH:7]=2)[CH:14]=[C:15]2[C:20]=1[O:19][C:18]([CH3:29])([CH3:30])[CH2:17][C:16]2([CH3:32])[CH3:31])#[CH:24] |f:3.4.5|. Procedure details: Following general procedure K and using [2-fluoro-4-(2,2,4,4-tetramethyl-8-trimethylsilanylethynyl-chroman-6-ylethynyl)-phenyl]-acetic acid methyl ester (Compound 39, 0.11 g, 0.23 mmol), methanol, tetrahydrofuran, water and lithium hydroxide monohydrate followed by recrystallization from hot acetonitrile, the title compound was obtained as a pale yellow solid (0.045 g, 50%). Run in C(C)OCC (diethyl ether). Reactants: [Sn](Cl)Cl (tin(II) chloride), C(C)(=O)CC(C)=O (acetylacetone), C(C1=CC=CC=C1)(=O)Br (benzoyl bromide). Reported procedure: 39.8 g (0.21 mol) of tin(II) chloride and 21.0 g (0.21 mol) of acetylacetone in 200 ml of diethyl ether were placed in a reactor. 38.8 g (0.21 mol) of benzoyl bromide were metered in over 15 min at room temperature, with stirring, a rise in temperature to the reflux point being recorded. After a postreaction time of 1 h at the reflux temperature, the mixture was cooled and the crystalline precipitate was separated off. 48 g (65% of theory) of 1-methylbut-1-en-3-onyltin bromide dichloride (BrCl2S... Isolated yield 64.8%. The product is CC(=CC(C)=O)[Sn](Cl)(Cl)Br (1-methylbut-1-en-3-onyltin bromide dichloride). As a reaction SMILES: [Sn:1]([Cl:3])[Cl:2].[C:4]([CH2:7][C:8](=[O:10])[CH3:9])(=O)[CH3:5].C([Br:19])(=O)C1C=CC=CC=1>C(OCC)C>[CH3:5][C:4]([Sn:1]([Br:19])([Cl:3])[Cl:2])=[CH:7][C:8](=[O:10])[CH3:9]. As a reaction SMILES: [C:1]([O:2][C:3](=[O:4])[NH:7][c:8]1[c:9]([NH:20][C:21]([CH2:22][C:23](=[O:5])[c:25]2[cH:26][c:27]([C:31]#[N:32])[cH:28][cH:29][cH:30]2)=[O:33])[cH:10][c:11](-[c:14]2[n:15][cH:16][cH:17][cH:18][cH:19]2)[cH:12][cH:13]1)([CH3:6])([CH3:24])[CH3:34].[Cl:42][CH2:43][Cl:44].[F:35][C:36]([F:37])([F:38])[C:39]([OH:40])=[O:41]>>[N:7]1=[C:23]([c:25]2[cH:26][c:27]([C:31]#[N:32])[cH:28][cH:29][cH:30]2)[CH2:22][C:21](=[O:33])[NH:20][c:9]2[c:8]1[cH:13][cH:12][c:11](-[c:14]1[n:15][cH:16][cH:17][cH:18][cH:19]1)[cH:10]2. The product is N#Cc1cccc(C2=Nc3ccc(-c4ccccn4)cc3NC(=O)C2)c1. Starting materials: CC(C)(C)OC(=O)Nc1ccc(-c2ccccn2)cc1NC(=O)CC(=O)c1cccc(C#N)c1, ClCCl, O=C(O)C(F)(F)F.